This data is from the Open Reaction Database (ORD), a public repository of structured organic reaction records. The task is: describe an organic reaction: reactants, conditions, products, and yield Starting materials: Fc1ccc(Br)nc1, CCOCC, C1CCOC1. Yields the product O=Cc1ccc(F)cn1. As a reaction SMILES: [Br:1][c:2]1[n:3][cH:4][c:5]([F:8])[cH:6][cH:7]1.[CH3:14][CH2:15][O:16][CH2:17][CH3:18].[O:9]1[CH2:10][CH2:13][CH2:12][CH2:11]1>>[c:2]1([CH:10]=[O:9])[n:3][cH:4][c:5]([F:8])[cH:6][cH:7]1. Starting materials: CCC(C)C(N)C(=O)OC, [N-]=C=S, Nc1ccc2c(c1)CCC2=O, O=C1CCc2cc(N=C=S)ccc21, NCCO, CCC(C)C(N)CO. Yields the product CCC(C)C1CSC(=Nc2ccc3c(c2)CCC3=O)N1. Reaction SMILES: [CH3:9][O:10][C:11](=[O:12])[CH:13]([CH:14]([CH2:15][CH3:16])[CH3:17])[NH2:18].[N-:47]=[C:48]=[S:49].[NH2:23][c:24]1[cH:25][c:26]2[c:27]([cH:28][cH:29]1)[C:30](=[O:31])[CH2:32][CH2:33]2.[O:34]=[C:35]1[CH2:36][CH2:37][c:38]2[cH:39][c:40]([N:44]=[C:45]=[S:46])[cH:41][cH:42][c:43]21.[OH:19][CH2:20][CH2:21][NH2:22].[OH:1][CH2:2][CH:3]([CH:4]([CH2:5][CH3:6])[CH3:7])[NH2:8]>>[CH2:2]1[CH:3]([CH:4]([CH2:5][CH3:6])[CH3:7])[NH:8][C:45](=[N:44][c:40]2[cH:39][c:38]3[c:43]([cH:42][cH:41]2)[C:35](=[O:34])[CH2:36][CH2:37]3)[S:46]1. Reaction SMILES: [BrH:15].[CH3:16][C:17](=[O:18])[OH:19].[CH3:1][O:2][c:3]1[c:4]([CH:9]2[CH2:10][CH2:11][NH:12][CH2:13][CH2:14]2)[cH:5][cH:6][cH:7][cH:8]1>>[BrH:15].[OH:2][c:3]1[c:4]([CH:9]2[CH2:10][CH2:11][NH:12][CH2:13][CH2:14]2)[cH:5][cH:6][cH:7][cH:8]1. Starting materials: Br, CC(=O)O, COc1ccccc1C1CCNCC1. The product is Br, Oc1ccccc1C1CCNCC1. The reactants are FC(COCCO)(F)F (2-hydroxyethyl 2,2,2-trifluorethyl ether), C(C)(C)(C)OC(=O)N1CCC(CC1)C(=O)C1=NC2=C(N1)C=CC=C2 (1-(t-butoxycarbonyl)-4-(1H-benzimidazole-2-carbonyl)piperidine). Yields the product C(C)(C)(C)OC(=O)N1CCC(CC1)C(=O)C1=NC2=C(N1CCOCC(F)(F)F)C=CC=C2 (1-(t-butoxycarbonyl)-4-(1-(2-(2,2,2-trifluoroethoxy)ethyl)-1H-benzimidazole-2-carbonyl)piperidine). RXN SMILES: [F:1][C:2]([F:9])([F:8])[CH2:3][O:4][CH2:5][CH2:6]O.[C:10]([O:14][C:15]([N:17]1[CH2:22][CH2:21][CH:20]([C:23]([C:25]2[NH:29][C:28]3[CH:30]=[CH:31][CH:32]=[CH:33][C:27]=3[N:26]=2)=[O:24])[CH2:19][CH2:18]1)=[O:16])([CH3:13])([CH3:12])[CH3:11]>>[C:10]([O:14][C:15]([N:17]1[CH2:18][CH2:19][CH:20]([C:23]([C:25]2[N:26]([CH2:6][CH2:5][O:4][CH2:3][C:2]([F:1])([F:8])[F:9])[C:27]3[CH:33]=[CH:32][CH:31]=[CH:30][C:28]=3[N:29]=2)=[O:24])[CH2:21][CH2:22]1)=[O:16])([CH3:13])([CH3:11])[CH3:12]. Reported procedure: Prepare by the method of Preparation 9 using 2-hydroxyethyl 2,2,2-trifluorethyl ether and 1-(t-butoxycarbonyl)-4-(1H-benzimidazole-2-carbonyl)piperidine (2.0 g, 6.1 mmol) to give 1-(t-butoxycarbonyl)-4-(1-(2-(2,2,2-trifluoroethoxy)ethyl)-1H-benzimidazole-2-carbonyl)piperidine.